Dataset: the Open Reaction Database (ORD), a public repository of structured organic reaction records. Task: describe an organic reaction: reactants, conditions, products, and yield Reaction SMILES: Cl.[NH2:2][CH:3]([CH3:18])[CH2:4][C:5]1[CH:10]=[CH:9][C:8]([CH2:11][CH2:12][C:13]([O:15]CC)=[O:14])=[CH:7][CH:6]=1.[Cl:19][C:20]1[CH:21]=[CH:22][C:23]([O:29][CH3:30])=[C:24]([CH:28]=1)[C:25](Cl)=[O:26]>>[Cl:19][C:20]1[CH:21]=[CH:22][C:23]([O:29][CH3:30])=[C:24]([CH:28]=1)[C:25]([NH:2][CH:3]([CH3:18])[CH2:4][C:5]1[CH:6]=[CH:7][C:8]([CH2:11][CH2:12][C:13]([OH:15])=[O:14])=[CH:9][CH:10]=1)=[O:26] |f:0.1|. Product: ClC=1C=CC(=C(C(=O)NC(CC2=CC=C(C=C2)CCC(=O)O)C)C1)OC (β-{4-[2-(5-chloro-2-methoxybenzamido)-propyl]-phenyl}-propionic acid). The reactants are Cl.NC(CC1=CC=C(C=C1)CCC(=O)OCC)C (ethyl β-[4-(2-aminopropyl)-phenyl]-propionate hydrochloride), ClC=1C=CC(=C(C(=O)Cl)C1)OC (5-chloro-2-methoxybenzoyl chloride). Reported procedure: By the reaction of ethyl β-[4-(2-aminopropyl)-phenyl]-propionate hydrochloride (m.p. 115°-117° C.) with 5-chloro-2-methoxybenzoyl chloride, there is obtained β-{4-[2-(5-chloro-2-methoxybenzamido)-propyl]-phenyl}-propionic acid; m.p. 125°-126° C., after recrystallization from isopropanol/water. Reactants: OC=1C=C(C=C(C1O)[N+](=O)[O-])C(C(=O)OCCCCCC)=O (n-hexyl 3,4-dihydroxy-5-nitrophenylglyoxylate), NC1=CC2=CC=CC=C2C=C1N (2,3-diaminonaphthalene). Run in C(CCCCC)O (1-hexanol), CO (methanol). Product: OC=1C=C(C=C(C1O)[N+](=O)[O-])C1=NC=2C=C3C(=CC2NC1=O)C=CC=C3 (3-(3,4-dihydroxy-5-nitrophenyl)-benzo[g]quinoxalin-2(1H)-one). Reaction SMILES: [OH:1][C:2]1[CH:3]=[C:4]([C:12](=O)[C:13]([O:15]CCCCCC)=O)[CH:5]=[C:6]([N+:9]([O-:11])=[O:10])[C:7]=1[OH:8].[NH2:23][C:24]1[C:33]([NH2:34])=[CH:32][C:31]2[C:26](=[CH:27][CH:28]=[CH:29][CH:30]=2)[CH:25]=1>C(O)CCCCC.CO>[OH:1][C:2]1[CH:3]=[C:4]([C:12]2[C:13](=[O:15])[NH:34][C:33]3[CH:32]=[C:31]4[CH:30]=[CH:29][CH:28]=[CH:27][C:26]4=[CH:25][C:24]=3[N:23]=2)[CH:5]=[C:6]([N+:9]([O-:11])=[O:10])[C:7]=1[OH:8]. Procedure details: A solution of 1.07 g of n-hexyl 3,4-dihydroxy-5-nitrophenylglyoxylate and 696.3 mg of 2,3-diaminonaphthalene in 3 ml of 1-hexanol is heated to boiling under reflux for 3 hours. The reaction mixture is then cooled and diluted with methanol. The crude product is filtered under suction and recrystallized from N,N-dimethylformamide/water. There is obtained 3-(3,4-dihydroxy-5-nitrophenyl)-benzo[g]quinoxalin-2(1H)-one of m.p. >300°. The reactants are O=C(OCc1ccccc1)ON1C(=O)CCC1=O, C1CCOC1, I, CSC(=N)NC(=O)c1nc(Cl)c(N)nc1N. The product is CSC(=NC(=O)OCc1ccccc1)NC(=O)c1nc(Cl)c(N)nc1N. As a reaction SMILES: [CH2:18]([c:19]1[cH:20][cH:21][cH:22][cH:23][cH:24]1)[O:25][C:26](=[O:27])[O:28][N:29]1[C:30](=[O:31])[CH2:32][CH2:33][C:34]1=[O:35].[CH2:36]1[O:37][CH2:38][CH2:39][CH2:40]1.[IH:1].[NH2:2][c:3]1[c:4]([C:11](=[O:12])[NH:13][C:14]([S:15][CH3:16])=[NH:17])[n:5][c:6]([Cl:10])[c:7]([NH2:9])[n:8]1>>[NH2:2][c:3]1[c:4]([C:11](=[O:12])[NH:13][C:14]([S:15][CH3:16])=[N:17][C:26]([O:25][CH2:18][c:19]2[cH:20][cH:21][cH:22][cH:23][cH:24]2)=[O:27])[n:5][c:6]([Cl:10])[c:7]([NH2:9])[n:8]1. Reactants: O.O.C(C(=O)O)(=O)O (oxalic acid dihydrate), CC(C[C@@H](C(=O)N1CCN(CC1)CC1=C(C(=C(C=C1)OC)OC)OC)NC(=O)[C@H]1[C@@H](O1)C(=O)OCC)C (ethyl (2R,3R)-3-[(s)-3-methyl-1-{4-(2,3,4-trimethoxyphenylmethyl)-piperazine-1-yl carbonyl}butylcarbamoyl]oxirane-2-carboxylate). The solvent is CC(=O)C (acetone), CC(=O)C (acetone). Product: C(C(=O)O)(=O)O.CC(C[C@@H](C(=O)N1CCN(CC1)CC1=C(C(=C(C=C1)OC)OC)OC)NC(=O)[C@H]1[C@@H](O1)C(=O)OCC)C (ethyl (2R,3R)-3-[(s)-3-methyl-1-{4-(2,3,4-trimethoxyphenylmethyl)piperazine-1-yl carbonyl}butylcarbamoyl]oxirane-2-carboxylate oxalate). The yield is 81.6%. RXN SMILES: O.O.[C:3]([OH:8])(=[O:7])[C:4]([OH:6])=[O:5].[CH3:9][CH:10]([CH3:45])[CH2:11][C@H:12]([NH:34][C:35]([C@@H:37]1[O:39][C@H:38]1[C:40]([O:42][CH2:43][CH3:44])=[O:41])=[O:36])[C:13]([N:15]1[CH2:20][CH2:19][N:18]([CH2:21][C:22]2[CH:27]=[CH:26][C:25]([O:28][CH3:29])=[C:24]([O:30][CH3:31])[C:23]=2[O:32][CH3:33])[CH2:17][CH2:16]1)=[O:14]>CC(C)=O>[C:3]([OH:8])(=[O:7])[C:4]([OH:6])=[O:5].[CH3:9][CH:10]([CH3:45])[CH2:11][C@H:12]([NH:34][C:35]([C@@H:37]1[O:39][C@H:38]1[C:40]([O:42][CH2:43][CH3:44])=[O:41])=[O:36])[C:13]([N:15]1[CH2:20][CH2:19][N:18]([CH2:21][C:22]2[CH:27]=[CH:26][C:25]([O:28][CH3:29])=[C:24]([O:30][CH3:31])[C:23]=2[O:32][CH3:33])[CH2:17][CH2:16]1)=[O:14] |f:0.1.2,5.6|. Procedure: An acetone solution (2 ml) of oxalic acid dihydrate (0.25 g) was added to an acetone solution (6 ml) of ethyl (2R,3R)-3-[(s)-3-methyl-1-{4-(2,3,4-trimethoxyphenylmethyl)-piperazine-1-yl carbonyl}butylcarbamoyl]oxirane-2-carboxylate (1.04 g), and the crystal which had precipitated was collected by filtration and dried to yield 0.99 g of ethyl (2R,3R)-3-[(s)-3-methyl-1-{4-(2,3,4-trimethoxyphenylmethyl)piperazine-1-yl carbonyl}butylcarbamoyl]oxirane-2-carboxylate oxalate as a colorless crystal (yie... Yields the product ClC1=C(C=CC=C1Cl)NN=C1C(CCCC1)=O (2-(2-(2,3-Dichlorophenyl)hydrazono)cyclohexanone). Run at temperature 0 celsius, time 20 minute. The solvent is O (water), O (H2O). As a reaction SMILES: [Cl:1][C:2]1[C:8]([Cl:9])=[CH:7][CH:6]=[CH:5][C:3]=1[NH2:4].Cl.[N:11]([O-])=O.[Na+].[O:15]=[C:16]1[CH2:21][CH2:20][CH2:19][CH2:18][CH:17]1C(O)=O>O>[Cl:1][C:2]1[C:8]([Cl:9])=[CH:7][CH:6]=[CH:5][C:3]=1[NH:4][N:11]=[C:17]1[CH2:18][CH2:19][CH2:20][CH2:21][C:16]1=[O:15] |f:2.3|. Yield: 57.0%. Starting materials: N(=O)[O-].[Na+] (NaNO2), O=C1C(CCCC1)C(=O)O (2-oxocyclohexanecarboxylic acid), ClC1=C(N)C=CC=C1Cl (2,3-dichloroaniline), Cl (HCl). Reported procedure: To ethyl 2-oxocyclohexanecarboxylate (2.0 g, 0.01 mmol), 5N NaOH (0.56 g, 0.014 mmol) dissolved in water (3.0 mL) was added at room temperature and stirred for 16 h. The reaction mixture was cooled to 0° C., conc. HCl (1.2 mL) was added and stirred for 45 min. to give 2-oxocyclohexanecarboxylic acid. In another setup, 2,3-dichloroaniline (1.8 g, 11.0 mmol), dissolved in H2O (10 mL) was cooled to 0° C., conc. HCl (6 mL) was added slowly and stirred for 20 min. NaNO2 (0.77 g, 11.0 mmol) in water (... Starting materials: C1CCOC1, CNC, Cn1cc(C(=O)Oc2c(F)c(F)c(F)c(F)c2F)c(Nc2ccc(I)cc2F)cc1=O. Yields the product CN(C)C(=O)c1cn(C)c(=O)cc1Nc1ccc(I)cc1F. RXN SMILES: [CH2:35]1[O:36][CH2:37][CH2:38][CH2:39]1.[CH3:1][NH:2][CH3:3].[F:4][c:5]1[c:6]([NH:7][c:8]2[c:9]([C:16]([O:18][c:17]3[c:19]([F:20])[c:21]([F:22])[c:23]([F:24])[c:25]([F:26])[c:27]3[F:28])=[O:29])[cH:10][n:11]([CH3:15])[c:12](=[O:14])[cH:13]2)[cH:30][cH:31][c:32]([I:34])[cH:33]1>>[CH3:1][N:2]([CH3:3])[C:16]([c:9]1[c:8]([NH:7][c:6]2[c:5]([F:4])[cH:33][c:32]([I:34])[cH:31][cH:30]2)[cH:13][c:12](=[O:14])[n:11]([CH3:15])[cH:10]1)=[O:18]. The reactants are CO, [Na+], C=CCN(C)C1CCN2C(=O)OCc3cccc1c32, [OH-]. The product is C=CCN(C)C1CCNc2c(CO)cccc21. As a reaction SMILES: [CH3:22][OH:23].[Na+:21].[O:1]=[C:2]1[N:3]2[c:4]3[c:5]([cH:8][cH:9][cH:10][c:11]3[CH:12]([N:15]([CH2:16][CH:17]=[CH2:18])[CH3:19])[CH2:13][CH2:14]2)[CH2:6][O:7]1.[OH-:20]>>[NH:3]1[c:4]2[c:5]([CH2:6][OH:7])[cH:8][cH:9][cH:10][c:11]2[CH:12]([N:15]([CH2:16][CH:17]=[CH2:18])[CH3:19])[CH2:13][CH2:14]1. Starting materials: C(C)(=O)O (acetic acid), C([O-])(O)=O.[Na+] (sodium bicarbonate), ClC1=C(C=C(C=C1)C(CCC(=O)O)=O)S(N)(=O)=O (4-(4-chloro-3-sulfamoylphenyl)-4-oxobutanoic acid), C(C)(=O)Cl (acetyl chloride). The solvent is O (water), CO (methanol). Run at time 24 hour. Product: ClC1=C(C=C(C=C1)C(CCC(=O)OC)=O)S(N)(=O)=O (methyl 4-(4-chloro-3-sulfamoylphenyl)-4-oxobutanoate). RXN SMILES: [Cl:1][C:2]1[CH:7]=[CH:6][C:5]([C:8](=[O:14])[CH2:9][CH2:10][C:11]([OH:13])=[O:12])=[CH:4][C:3]=1[S:15](=[O:18])(=[O:17])[NH2:16].[C:19](Cl)(=O)C.C(O)(=O)C.C(=O)(O)[O-].[Na+]>CO.O>[Cl:1][C:2]1[CH:7]=[CH:6][C:5]([C:8](=[O:14])[CH2:9][CH2:10][C:11]([O:13][CH3:19])=[O:12])=[CH:4][C:3]=1[S:15](=[O:17])(=[O:18])[NH2:16] |f:3.4|. Procedure details: 27 g of 4-(4-chloro-3-sulfamoylphenyl)-4-oxobutanoic acid are dissolved in 200 ml of methanol, 1 g of acetyl chloride is added and the mixture is stirred at room temperature. After 24 hours, only small amounts of starting material can still be detected in the thin layer chromatogram. The solvent is driven off, the residue is treated with 200 ml of acetic acid/200 ml of water and, after the pH has been adjusted to 8 with saturated sodium bicarbonate solution, the mixture is stirred vigorously for...